Dataset: the Open Reaction Database (ORD), a public repository of structured organic reaction records. Task: describe an organic reaction: reactants, conditions, products, and yield Starting materials: C(CCC)C=1NC(N(N1)C1=C(C=C(C=C1)[N+](=O)[O-])C(F)(F)F)=O (5-n-butyl-2,4-dihydro-2-[4-nitro-2-(trifluoromethyl)phenyl]-3H-1,2,4-triazol-3-one), C(C)(C)(C)NS(=O)(=O)C1=C(C=CC=C1)C1=CC=C(C=C1)CBr ([2'-(N-t-butylsulfamoyl)biphenyl-4-yl]-methyl bromide). Yields the product crude product, C(CCC)C=1N(C(N(N1)C1=C(C=C(C=C1)[N+](=O)[O-])C(F)(F)F)=O)CC1=CC=C(C=C1)C1=C(C=CC=C1)S(NC(C)(C)C)(=O)=O (5-n-Butyl-4-[[2'-(N-t-butylsulfamoyl)biphenyl-4-yl]methyl]-2,4-dihydro-2-[4-nitro-2-(trifluoromethyl)phenyl]-3H-1,2,4-triazol-3-one). Isolated yield 88.0%. RXN SMILES: [CH2:1]([C:5]1[NH:6][C:7](=[O:23])[N:8]([C:10]2[CH:15]=[CH:14][C:13]([N+:16]([O-:18])=[O:17])=[CH:12][C:11]=2[C:19]([F:22])([F:21])[F:20])[N:9]=1)[CH2:2][CH2:3][CH3:4].[C:24]([NH:28][S:29]([C:32]1[CH:37]=[CH:36][CH:35]=[CH:34][C:33]=1[C:38]1[CH:43]=[CH:42][C:41]([CH2:44]Br)=[CH:40][CH:39]=1)(=[O:31])=[O:30])([CH3:27])([CH3:26])[CH3:25]>>[CH2:1]([C:5]1[N:6]([CH2:44][C:41]2[CH:42]=[CH:43][C:38]([C:33]3[CH:34]=[CH:35][CH:36]=[CH:37][C:32]=3[S:29](=[O:31])(=[O:30])[NH:28][C:24]([CH3:25])([CH3:27])[CH3:26])=[CH:39][CH:40]=2)[C:7](=[O:23])[N:8]([C:10]2[CH:15]=[CH:14][C:13]([N+:16]([O-:18])=[O:17])=[CH:12][C:11]=2[C:19]([F:21])([F:22])[F:20])[N:9]=1)[CH2:2][CH2:3][CH3:4]. Procedure: By the procedure of Example 13, Step A, 5-n-butyl-2,4-dihydro-2-[4-nitro-2-(trifluoromethyl)phenyl]-3H-1,2,4-triazol-3-one (from Step A) was alkylated with [2'-(N-t-butylsulfamoyl)biphenyl-4-yl]-methyl bromide (from Example 12, Step D). Flash chromatography of the crude product on silica gel (gradient elution with 0.5-5.0% MeOH in CH2Cl2) gave an 88% yield of the title compound as an orange solid, mp >78° C. (gradual), homogeneous by TLC (98:2 CH2Cl2 --MeOH), mass spectrum (FAB) m/e 632 (M+1)+. Starting materials: C(C1=CC=CC=C1)(C1=CC=CC=C1)OC(=O)C=1N2C(C(C2OCC1C=CN(C)C)NC(C(C=1N=C(SC1)NC(C1=CC=CC=C1)(C1=CC=CC=C1)C1=CC=CC=C1)=NOC)=O)=O (2-benzhydryloxycarbonyl-3-(2-dimethylaminovinyl)-7-[2-methoxyimino-2-(2-tritylaminothiazol-4-yl)-acetamido]-8-oxo-5-oxa-1-azabicyclo[4.2.0]oct-2-ene), solution, Cl (hydrochloric acid), C(C)(=O)OCC (ethyl acetate). Yields the product 2-benzhydryloxycarbonyl, O=C1CC2OCC(=CN12)CC=O (8-oxo-3-(2-oxoethyl)-5-oxa-1-azabicyclo[4.2.0]-oct-2-ene). RXN SMILES: C(OC([C:17]1[N:18]2[CH:21]([O:22][CH2:23][C:24]=1[CH:25]=[CH:26]N(C)C)[CH:20](NC(=O)C(=NOC)C1N=C(NC(C3C=CC=CC=3)(C3C=CC=CC=3)C3C=CC=CC=3)SC=1)[C:19]2=[O:62])=O)(C1C=CC=CC=1)C1C=CC=CC=1.Cl.C(OCC)(=[O:66])C>>[O:62]=[C:19]1[N:18]2[CH:21]([O:22][CH2:23][C:24]([CH2:25][CH:26]=[O:66])=[CH:17]2)[CH2:20]1. Reported procedure: A solution of the E form of the syn isomer of 2-benzhydryloxycarbonyl-3-(2-dimethylaminovinyl)-7-[2-methoxyimino-2-(2-tritylaminothiazol-4-yl)-acetamido]-8-oxo-5-oxa-1-azabicyclo[4.2.0]oct-2-ene (1.05 g) in ethyl acetate (10 cc) is stirred vigorously for 1 hour at 20° C., in the presence of a 1 N solution of hydrochloric acid (5 cc). The mixture is separated by decantation and the organic phase is washed with a saturated solution of sodium bicarbonate (10 cc), distilled water (10 cc) and a satur... Reactants: CCN(C(C)C)C(C)C (Hunig's base), Cl.Cl.CC1C(CCC1)(C(=O)O)NCC[C@@H](C1=CC=CC=C1)N (methyl-{[(3S)-3-amino-3-phenylpropyl]amino}cyclopentanecarboxylate dihydrochloride), O=C1[C@]2(C=3C(=NC=CC3)N1)CC1=C(C=C3C=C(C=NC3=C1)C=O)C2 ((7S)-2′-oxo-1′,2′,6,8-tetrahydrospiro[cyclopenta[g]quinoline-7,3′-pyrrolo[2,3-b]pyridine]-3-carbaldehyde), O=C1[C@]2(C=3C(=NC=CC3)N1)CC1=C(C=C3C=C(C=NC3=C1)C=O)C2 ((7S)-2′-oxo-1′,2′,6,8-tetrahydrospiro[cyclopenta[g]quinoline-7,3′-pyrrolo[2,3-b]pyridine]-3-carbaldehyde), C(C)(=O)O[BH-](OC(C)=O)OC(C)=O.[Na+] (sodium triacetoxyborohydride). Run in C(Cl)(Cl)Cl (chloroform). Conditions: time 30 minute. Yields the product O=C1[C@]2(C=3C(=NC=CC3)N1)CC1=C(C=C3C=C(C=NC3=C1)CN[C@@H](CCNC1(CCCC1)C(=O)OC)C1=CC=CC=C1)C2 (Methyl 1-{[(3S)-3-({[(7S)-2′-oxo-1′, 2′,6,8-tetrahydrospiro[cyclo-penta[g]quinoline-7,3′-pyrrolo[2,3-b]pyridin]-3-yl]methyl}amino}-3-phenylpropyl]amino)cyclopentanecarboxylate). Reaction SMILES: Cl.Cl.C[CH:4]1[CH2:8][CH2:7][CH2:6][C:5]1([NH:12][CH2:13][CH2:14][C@H:15]([NH2:22])[C:16]1[CH:21]=[CH:20][CH:19]=[CH:18][CH:17]=1)[C:9]([OH:11])=[O:10].[O:23]=[C:24]1[NH:32][C:27]2=[N:28][CH:29]=[CH:30][CH:31]=[C:26]2[C@:25]21[CH2:46][C:35]1[CH:36]=[C:37]3[C:42](=[CH:43][C:34]=1[CH2:33]2)[N:41]=[CH:40][C:39]([CH:44]=O)=[CH:38]3.[CH3:47]CN(C(C)C)C(C)C.C(O[BH-](OC(=O)C)OC(=O)C)(=O)C.[Na+]>C(Cl)(Cl)Cl>[O:23]=[C:24]1[NH:32][C:27]2=[N:28][CH:29]=[CH:30][CH:31]=[C:26]2[C@:25]21[CH2:46][C:35]1[CH:36]=[C:37]3[C:42](=[CH:43][C:34]=1[CH2:33]2)[N:41]=[CH:40][C:39]([CH2:44][NH:22][C@H:15]([C:16]1[CH:17]=[CH:18][CH:19]=[CH:20][CH:21]=1)[CH2:14][CH2:13][NH:12][C:5]1([C:9]([O:11][CH3:47])=[O:10])[CH2:4][CH2:8][CH2:7][CH2:6]1)=[CH:38]3 |f:0.1.2,5.6|. Reported procedure: To a stirred suspension of methyl-{[(3S)-3-amino-3-phenylpropyl]amino}cyclopentanecarboxylate dihydrochloride (222 mg, 0.634 mmol, prepared according to U.S. Patent Application Publication No. US 2007/0265225) and (7S)-2′-oxo-1′,2′, 6,8-tetrahydrospiro[cyclopenta[g]quinoline-7,3′-pyrrolo[2,3-b]pyridine]-3-carbaldehyde (200 mg, 0.634 mmol, Intermediate 1) in chloroform (16 mL) was added Hunig's base (0.222 mL, 1.27 mmol). One hour later, sodium triacetoxyborohydride (403 mg, 1.90 mmol) was added.... The reactants are Cl (hydrochloric acid), Cl.C(C1=CC=CC=C1)N1CCC2(CC(N(C2=O)OCC2=CC=CC=C2)=O)CC1 (8-benzyl-2-benzyloxy-2,8-diazaspiro[4,5]decane-1,3-dione hydrochloride). Reagents/catalysts: [Pd] (palladium). Run in CO (methanol). Run at time 12 hour. Yields the product Cl.ON1C(C2(CC1=O)CCNCC2)=O (2-Hydroxy-2,8-diazaspiro[4,5]decane-1,3-dione.hydrochloride). RXN SMILES: [ClH:1].Cl.C([N:10]1[CH2:29][CH2:28][C:13]2([C:17](=[O:18])[N:16]([O:19]CC3C=CC=CC=3)[C:15](=[O:27])[CH2:14]2)[CH2:12][CH2:11]1)C1C=CC=CC=1>[Pd].CO>[ClH:1].[OH:19][N:16]1[C:15](=[O:27])[CH2:14][C:13]2([CH2:12][CH2:11][NH:10][CH2:29][CH2:28]2)[C:17]1=[O:18] |f:1.2,5.6|. Procedure details: In a mixture solvent consisting of methanol (100 ml) and 1N hydrochloric acid (50 ml) was dissolved 8-benzyl-2-benzyloxy-2,8-diazaspiro[4,5]decane-1,3-dione hydrochloride (16.0 g). The solution was subjected to catalytic reduction at 40° C. for 12 hours under atmospheric pressure, using palladium as the catalyst. After the reaction, the catalyst was removed, and the solvent was evaporated off under reduced pressure. The residual solid was recrystallized from ethanol to obtain 8.9 g of a colorles... Reactants: CCOC(=O)N1CCC(n2ncc3c(N4CC5CCC(C4)O5)nc(Cl)nc32)CC1, CCOC(=O)Cl. The product is COC(=O)N1CCC(n2ncc3c(N4CC5CCC(C4)O5)nc(Cl)nc32)CC1. As a reaction SMILES: [CH:1]12[CH2:2][N:3]([c:9]3[c:10]4[c:11]([n:12][c:13]([Cl:15])[n:14]3)[n:16]([CH:19]3[CH2:20][CH2:21][N:22]([C:25](=[O:26])[O:27][CH2:28][CH3:29])[CH2:23][CH2:24]3)[n:17][cH:18]4)[CH2:4][CH:5]([CH2:6][CH2:7]1)[O:8]2.[Cl:30][C:31]([O:32][CH2:33][CH3:34])=[O:35]>>[CH:1]12[CH2:2][N:3]([c:9]3[c:10]4[c:11]([n:12][c:13]([Cl:15])[n:14]3)[n:16]([CH:19]3[CH2:20][CH2:21][N:22]([C:25](=[O:26])[O:27][CH3:28])[CH2:23][CH2:24]3)[n:17][cH:18]4)[CH2:4][CH:5]([CH2:6][CH2:7]1)[O:8]2. The reactants are solution, C(#N)[BH3-].[Na+] (sodium cyanoborohydride), CNCC1=CC=C(C=C1)[N+](=O)[O-] (N-methyl-N-(4-nitrobenzyl)amine), COC(C=O)OC (2,2-dimethoxyacetaldehyde). The solvent is C(C)(=O)O (acetic acid), O (H2O), O (water), C1CCOC1 (THF), C(C)(C)(C)OC (tert.-butylmethylether). Reaction conditions: time 2 hour. The product is CN(CC1=CC=C(C=C1)[N+](=O)[O-])CC(OC)OC (N-methyl-N-(4-nitrophenylmethyl)-2,2-dimethoxy-ethylamine). RXN SMILES: [CH3:1][NH:2][CH2:3][C:4]1[CH:9]=[CH:8][C:7]([N+:10]([O-:12])=[O:11])=[CH:6][CH:5]=1.[CH3:13][O:14][CH:15]([O:18][CH3:19])[CH:16]=O.C([BH3-])#N.[Na+]>C1COCC1.C(OC)(C)(C)C.O.C(O)(=O)C>[CH3:1][N:2]([CH2:16][CH:15]([O:18][CH3:19])[O:14][CH3:13])[CH2:3][C:4]1[CH:5]=[CH:6][C:7]([N+:10]([O-:12])=[O:11])=[CH:8][CH:9]=1 |f:2.3|. Procedure details: A mixture of 1.56 g N-methyl-N-(4-nitrobenzyl)amine in 40 ml THF is combined with 2.85 ml of a 45% solution of 2,2-dimethoxyacetaldehyde in tert.-butylmethylether. Then 24 mg of p-TsOHx H2O and 1.12 ml glacial acetic acid are added and the mixture is stirred for 2 h. Then 1.81 g of sodium cyanoborohydride are added batchwise and the mixture is stirred for another 2 h. 5 ml of water are added to the mixture, then it is evaporated down to approx. 30% of the volume, the residue is combined with wat...